This data is from the Open Reaction Database (ORD), a public repository of structured organic reaction records. The task is: describe an organic reaction: reactants, conditions, products, and yield Starting materials: OC=1C(=CC=C2C=CC=NC12)C(=O)O (8-hydroxyquinoline-7-carboxylic acid), NC=1SC(=C(N1)O)C1=CC=C(C=C1)Cl (2-amino-5-(4-chlorophenyl)-4-hydroxy-1,3-thiazole), P(Cl)(Cl)Cl (PCl3). Run in O (water), xylenes. Run at time 8 hour. Product: ClC1=CC=C(C=C1)C1C(N=C(S1)NC(=O)C1=CC=C2C=CC=NC2=C1O)=O (N-[5-(4-Chlorophenyl)-4,5-dihydro-4-oxo-2-thiazolyl]-8-hydroxy-7-quinolinecarboxamide). The yield is 40.1%. As a reaction SMILES: [OH:1][C:2]1[C:3]([C:12]([OH:14])=O)=[CH:4][CH:5]=[C:6]2[C:11]=1[N:10]=[CH:9][CH:8]=[CH:7]2.[NH2:15][C:16]1[S:17][C:18]([C:22]2[CH:27]=[CH:26][C:25]([Cl:28])=[CH:24][CH:23]=2)=[C:19]([OH:21])[N:20]=1.P(Cl)(Cl)Cl>O>[Cl:28][C:25]1[CH:24]=[CH:23][C:22]([CH:18]2[S:17][C:16]([NH:15][C:12]([C:3]3[C:2]([OH:1])=[C:11]4[C:6]([CH:7]=[CH:8][CH:9]=[N:10]4)=[CH:5][CH:4]=3)=[O:14])=[N:20][C:19]2=[O:21])=[CH:27][CH:26]=1. Procedure details: A solution of 8-hydroxyquinoline-7-carboxylic acid (0.280 g) of Preparation 1 and 2-amino-5-(4-chlorophenyl)-4-hydroxy-1,3-thiazole (0.340 g) in 50 mL xylenes is heated to reflux. To this is added dropwise PCl3 (0.103 g). Refluxing is continued overnight. The reaction is then cooled and water is added to destroy excess PCl3. The resulting solid is collected, washed with water and dried. The crude product is triturated with HOAc to yield 0.236 g of the title product as a gold solid.